This data is from the Open Reaction Database (ORD), a public repository of structured organic reaction records. The task is: describe an organic reaction: reactants, conditions, products, and yield Reported procedure: The title compound was prepared according to the procedure described in step 1 of Example 2 (Method A) from 3-amino-2-benzoyl-1-(ethoxycarbonyl)-6-trifluoromethylnitroindole (step 2). tlc: Rf=0.6 (50% ethyl acetate in hexanes) Run in hexanes. The product is C(C)(=O)NC1=C(N(C2=CC(=CC=C12)C(F)(F)F)C(=O)OCC)C(C1=CC=CC=C1)=O (3-Acetylamino-2-benzoyl-1-(ethoxycarbonyl)-6-trifluoromethylindole). Reaction SMILES: [NH2:1][C:2]1[C:10]2[C:5](=[CH:6][C:7]([C:14]([F:17])([F:16])[F:15])=[CH:8][C:9]=2[N+]([O-])=O)[N:4]([C:18]([O:20][CH2:21][CH3:22])=[O:19])[C:3]=1[C:23](=[O:30])[C:24]1[CH:29]=[CH:28][CH:27]=[CH:26][CH:25]=1.[C:31](OCC)(=[O:33])[CH3:32]>>[C:31]([NH:1][C:2]1[C:10]2[C:5](=[CH:6][C:7]([C:14]([F:15])([F:16])[F:17])=[CH:8][CH:9]=2)[N:4]([C:18]([O:20][CH2:21][CH3:22])=[O:19])[C:3]=1[C:23](=[O:30])[C:24]1[CH:29]=[CH:28][CH:27]=[CH:26][CH:25]=1)(=[O:33])[CH3:32]. The reactants are NC1=C(N(C2=CC(=CC(=C12)[N+](=O)[O-])C(F)(F)F)C(=O)OCC)C(C1=CC=CC=C1)=O (3-amino-2-benzoyl-1-(ethoxycarbonyl)-6-trifluoromethylnitroindole), C(C)(=O)OCC (ethyl acetate). The reactants are [I-].[Na+] (sodium iodide), CC(C)(C)[Si](O[C@H]1C[C@@H](O[C@@H]1CO)N1C(=O)NC(=O)C(C)=C1)(C)C (3'-O-[(1,1-dimethylethyl)dimethylsilyl]thymidine), C(C1=CC=CC=C1)OC=1C=C(CCl)C=CC1OCC1=CC=CC=C1 (3,4-dibenzyloxybenzyl chloride), [H-].[Na+] (sodium hydride). Solvent: CO (methanol), C(Cl)Cl (methylene chloride), O1CCCC1 (tetrahydrofuran). Run at temperature 60 celsius, time 2 hour. Product: C(C1=CC=CC=C1)OC=1C=C(COC[C@@H]2[C@H](C[C@@H](O2)N2C(=O)NC(=O)C(C)=C2)O)C=CC1OCC1=CC=CC=C1 (5'-O-(3,4-Dibenzyloxybenzyl)thymidine). Isolated yield 31.7%. RXN SMILES: CC([Si](C)(C)[O:6][C@@H:7]1[C@@H:11]([CH2:12][OH:13])[O:10][C@@H:9]([N:14]2[CH:22]=[C:20]([CH3:21])[C:18](=[O:19])[NH:17][C:15]2=[O:16])[CH2:8]1)(C)C.[H-].[Na+].[CH2:27]([O:34][C:35]1[CH:36]=[C:37]([CH:40]=[CH:41][C:42]=1[O:43][CH2:44][C:45]1[CH:50]=[CH:49][CH:48]=[CH:47][CH:46]=1)[CH2:38]Cl)[C:28]1[CH:33]=[CH:32][CH:31]=[CH:30][CH:29]=1.[I-].[Na+]>O1CCCC1.CO.C(Cl)Cl>[CH2:27]([O:34][C:35]1[CH:36]=[C:37]([CH:40]=[CH:41][C:42]=1[O:43][CH2:44][C:45]1[CH:50]=[CH:49][CH:48]=[CH:47][CH:46]=1)[CH2:38][O:13][CH2:12][C@H:11]1[O:10][C@@H:9]([N:14]2[CH:22]=[C:20]([CH3:21])[C:18](=[O:19])[NH:17][C:15]2=[O:16])[CH2:8][C@@H:7]1[OH:6])[C:28]1[CH:29]=[CH:30][CH:31]=[CH:32][CH:33]=1 |f:1.2,4.5|. Procedure: 713 mg (2 mmol) of 3'-O-[(1,1-dimethylethyl)dimethylsilyl]thymidine [Can. J. Chem., 56, 2768 (1978)] were dissolved in 5 ml of tetrahydrofuran, and 175 mg (4 mmol) of sodium hydride (as a 55% w/w dispersion in mineral oil) were added to the resulting solution under an argon atmosphere. The mixture was then stirred at 60° C. for 2 hours. At the end of this time, the temperature of the mixture was reduced to room temperature, and then 678 mg (2 mmol) of 3,4-dibenzyloxybenzyl chloride was added, fo... The reactants are C(C1=CC=CC=C1)N(CC1=CC=CC=C1)[C@H]([C@@H](C(=O)N1[C@H](C(=O)NC(C)(C)C)C[C@@H](C1)Cl)O)CC1=CC=CC=C1 ((4S)-1-[(2S,3S)-3-(N,N-dibenzylamino)-2-hydroxy-4-phenylbutyryl]-4-chloro-N-t-butyl-L-prolinamide). The reagents and catalysts are [Pd] (palladium black). Solvent: C(=O)O (formic acid), CO (methanol). Reaction conditions: time 2 hour. The product is N[C@H]([C@@H](C(=O)N1[C@H](C(=O)NC(C)(C)C)C[C@@H](C1)Cl)O)CC1=CC=CC=C1 ((4S)-1-[(2S,3S)-3-Amino-2-hydroxy-4-phenylbutyryl]-4-chloro-N-t-butyl-L-prolinamide). Isolated yield 96.4%. RXN SMILES: C([N:8]([C@@H:16]([CH2:34][C:35]1[CH:40]=[CH:39][CH:38]=[CH:37][CH:36]=1)[C@H:17]([OH:33])[C:18]([N:20]1[CH2:31][C@@H:30]([Cl:32])[CH2:29][C@H:21]1[C:22]([NH:24][C:25]([CH3:28])([CH3:27])[CH3:26])=[O:23])=[O:19])CC1C=CC=CC=1)C1C=CC=CC=1>C(O)=O.CO.[Pd]>[NH2:8][C@@H:16]([CH2:34][C:35]1[CH:40]=[CH:39][CH:38]=[CH:37][CH:36]=1)[C@H:17]([OH:33])[C:18]([N:20]1[CH2:31][C@@H:30]([Cl:32])[CH2:29][C@H:21]1[C:22]([NH:24][C:25]([CH3:28])([CH3:27])[CH3:26])=[O:23])=[O:19]. Procedure details: A solution of 20.0 g (35.6 mmol) of (4S)-1-[(2S,3S)-3-(N,N-dibenzylamino)-2-hydroxy-4-phenylbutyryl]-4-chloro-N-t-butyl-L-prolinamide dissolved in 200 ml of a 4.5% by volume solution of formic acid in methanol was stirred in the presence of 3 g of palladium black at room temperature for 3 hours and then at 40° C. for 2 hours. At the end of this time, the catalyst was removed by filtration, and the filtrate was concentrated by evaporation under reduced pressure. The concentrate was then diluted w... Reactants: BrC=1C=C2C(C(NC(C2=CC1)=O)=O)=CNC1=CC=C(C=C1)CN1C(CCC1)CO (6-Bromo-4-{[4-(2-hydroxymethyl-pyrrolidin-1-ylmethyl)-phenylamino]-methylene}-4H-isoquinoline-1,3-dione), O1C(=CC=C1)[Sn](CCCC)(CCCC)CCCC (2-furyltributyltin). The reagents and catalysts are Cl[Pd]([P](C1=CC=CC=C1)(C2=CC=CC=C2)C3=CC=CC=C3)([P](C4=CC=CC=C4)(C5=CC=CC=C5)C6=CC=CC=C6)Cl (PdCl2(PPh3)2). Solvent: CN(C=O)C (N,N-dimethylformamide). Conditions: temperature 100 celsius. The product is O1C(=CC=C1)C=1C=C2C(C(NC(C2=CC1)=O)=O)=CNC1=CC=C(C=C1)CN1C(CCC1)CO (6-Furan-2-yl-4-{[4-(2-hydroxymethyl-pyrrolidin-1-ylmethyl)-phenylamino]-methylene}-4H-isoquinoline-1,3-dione). Yield: 59.0%. Reaction SMILES: Br[C:2]1[CH:3]=[C:4]2[C:9](=[CH:10][CH:11]=1)[C:8](=[O:12])[NH:7][C:6](=[O:13])[C:5]2=[CH:14][NH:15][C:16]1[CH:21]=[CH:20][C:19]([CH2:22][N:23]2[CH2:27][CH2:26][CH2:25][CH:24]2[CH2:28][OH:29])=[CH:18][CH:17]=1.[O:30]1[CH:34]=[CH:33][CH:32]=[C:31]1[Sn](CCCC)(CCCC)CCCC>CN(C)C=O.Cl[Pd](Cl)([P](C1C=CC=CC=1)(C1C=CC=CC=1)C1C=CC=CC=1)[P](C1C=CC=CC=1)(C1C=CC=CC=1)C1C=CC=CC=1>[O:30]1[CH:34]=[CH:33][CH:32]=[C:31]1[C:2]1[CH:3]=[C:4]2[C:9](=[CH:10][CH:11]=1)[C:8](=[O:12])[NH:7][C:6](=[O:13])[C:5]2=[CH:14][NH:15][C:16]1[CH:21]=[CH:20][C:19]([CH2:22][N:23]2[CH2:27][CH2:26][CH2:25][CH:24]2[CH2:28][OH:29])=[CH:18][CH:17]=1 |^1:55,74|. Procedure: 6-Bromo-4-{[4-(2-hydroxymethyl-pyrrolidin-1-ylmethyl)-phenylamino]-methylene}-4H-isoquinoline-1,3-dione (130 mg, 0.26 mmol) and 2-furyltributyltin (270 mg, 0.76 mmol) and PdCl2(PPh3)2 (30 mg) is mixed in N,N-dimethylformamide (4 mL) and degassed. The solution resulted is heated at 100° C. for 1 hour. After the mixture cooled to room temperature, the N,N-dimethylformamide is removed and the residue is purified through chromatography to afford the title compound (68 mg, 59%). MS (ESI): 444.1 (M+1)... Reactants: IC1=C(C=CC=C1)[N+](=O)[O-] (1-Iodo-2-nitrobenzene), ClC1=C(C=CC=C1)NC(C)=O (N-(2-chlorophenyl)-acetamide). Yields the product ClC1=C(C=CC=C1)N1C(=NC2=C1C=CC=C2)C (1-(2-Chloro-phenyl)-2-methyl-1H-benzoimidazole). Yield: 61.0%. As a reaction SMILES: I[C:2]1[CH:7]=[CH:6][CH:5]=[CH:4][C:3]=1[N+:8]([O-])=O.[Cl:11][C:12]1[CH:17]=[CH:16][CH:15]=[CH:14][C:13]=1[NH:18][C:19](=O)[CH3:20]>>[Cl:11][C:12]1[CH:17]=[CH:16][CH:15]=[CH:14][C:13]=1[N:18]1[C:2]2[CH:7]=[CH:6][CH:5]=[CH:4][C:3]=2[N:8]=[C:19]1[CH3:20]. Procedure details: The title compound was prepared with the analogous procedure described in example 1 using 1-Iodo-2-nitrobenzene (124 mg, 0.5 mmol) and N-(2-chlorophenyl)-acetamide (102 mg, 0.6 mmol) as starting materials to yield the title compound as a yellow solid (74 mg, 61%). 1H NMR (DMSO) δ 2.63 (s, 3 H), 7.34 (d, J=7.9 Hz, 1 H), 7.41 (t, J=7.9 Hz, 1 H), 7.48 (t, J=7.9 Hz, 1 H), 7.64 (d, J=8.6 Hz, 2 H), 7.82 (d, J=7.9 Hz, 1 H), 7.92 (d, J=8.6 Hz, 2 H). The reactants are C(C)OC(C=CC1=CC=C(C=C1)CC1=C(C(=C(C(=C1C)OC)OC)OC)OC)=O (3-[4-(2,3,4,5-tetramethoxy-6-methylbenzyl)phenyl]acrylic Acid Ethylester), Cl (hydrochloric acid). Solvent: [OH-].[Na+] (sodium hydroxide), O1CCOCC1 (1,4-dioxane). Run at temperature 70 celsius, time 3 hour. Yields the product COC1=C(CC2=CC=C(C=C2)C=CC(=O)O)C(=C(C(=C1OC)OC)OC)C (3-[4-(2,3,4,5-tetramethoxy-6-methylbenzyl)phenyl]acrylic Acid). The yield is 96.1%. RXN SMILES: C([O:3][C:4](=[O:29])[CH:5]=[CH:6][C:7]1[CH:12]=[CH:11][C:10]([CH2:13][C:14]2[C:19]([CH3:20])=[C:18]([O:21][CH3:22])[C:17]([O:23][CH3:24])=[C:16]([O:25][CH3:26])[C:15]=2[O:27][CH3:28])=[CH:9][CH:8]=1)C.Cl>[OH-].[Na+].O1CCOCC1>[CH3:28][O:27][C:15]1[C:16]([O:25][CH3:26])=[C:17]([O:23][CH3:24])[C:18]([O:21][CH3:22])=[C:19]([CH3:20])[C:14]=1[CH2:13][C:10]1[CH:11]=[CH:12][C:7]([CH:6]=[CH:5][C:4]([OH:29])=[O:3])=[CH:8][CH:9]=1 |f:2.3|. Procedure details: The compound (1.35 g, 3.36 mmol) obtained in Step 4 of Example 1 was dissolved in a mixture of an aqueous solution of 2 N sodium hydroxide (30 ml) and 1,4-dioxane (15 ml), and the mixture was stirred at 70° C. for 3 hours. The reaction mixture was acidified by adding concentrated hydrochloric acid and then was extracted with ethyl acetate. The extract was washed with water, dried, and then the solvent was distilled off to yield the title compound (1.20 g, 3.23 mmol, yield 96%). Reactants: ClCCl (Dichloromethane), FC1=C(C=CC(=C1)F)N1NC=2[C@@]3(CC[C@H](C2C1=O)C3(C)C)C ((4S,7R)-2-(2,4-difluoro-phenyl)-7,8,8-trimethyl-1,2,4,5,6,7-hexahydro-4,7-methano-indazol-3-one), FC1=C(C=CC(=C1)F)N1NC=2[C@@]3(CC[C@H](C2C1=O)C3(C)C)C ((4S,7R)-2-(2,4-difluoro-phenyl)-7,8,8-trimethyl-1,2,4,5,6,7-hexahydro-4,7-methano-indazol-3-one), FC1=CC(=C(CBr)C=C1)C(F)(F)F (4-fluoro-2-(trifluoromethyl)benzyl bromide). The reagents and catalysts are [I-].C(CCC)[N+](CCCC)(CCCC)CCCC (tetrabutylammonium iodide). The solvent is CN(C=O)C (dimethyl formamide), C(C)(=O)OCC (ethyl acetate), CN(C=O)C (dimethylformamide). Conditions: temperature 100 celsius. Product: FC1=C(C=CC(=C1)F)N1N(C=2[C@@]3(CC[C@H](C2C1=O)C3(C)C)C)CC3=C(C=C(C=C3)F)C(F)(F)F ((4S,7R)-2-(2,4-difluoro-phenyl)-1-(4-fluoro-2-trifluoromethyl-benzyl)-7,8,8-trimethyl-1,2,4,5,6,7-hexahydro-4,7-methano-indazol-3-one). Yield: 39.7%. Reaction SMILES: [F:1][C:2]1[CH:7]=[C:6]([F:8])[CH:5]=[CH:4][C:3]=1[N:9]1[C:17](=[O:18])[C:16]2[C@@H:15]3[C:19]([CH3:21])([CH3:20])[C@@:12]([CH3:22])([CH2:13][CH2:14]3)[C:11]=2[NH:10]1.[F:23][C:24]1[CH:31]=[CH:30][C:27]([CH2:28]Br)=[C:26]([C:32]([F:35])([F:34])[F:33])[CH:25]=1.ClCCl>[I-].C([N+](CCCC)(CCCC)CCCC)CCC.CN(C)C=O.C(OCC)(=O)C>[F:1][C:2]1[CH:7]=[C:6]([F:8])[CH:5]=[CH:4][C:3]=1[N:9]1[C:17](=[O:18])[C:16]2[C@@H:15]3[C:19]([CH3:21])([CH3:20])[C@@:12]([CH3:22])([CH2:13][CH2:14]3)[C:11]=2[N:10]1[CH2:28][C:27]1[CH:30]=[CH:31][C:24]([F:23])=[CH:25][C:26]=1[C:32]([F:34])([F:33])[F:35] |f:3.4|. Procedure: A mixture of (4S,7R)-2-(2,4-difluoro-phenyl)-7,8,8-trimethyl-1,2,4,5,6,7-hexahydro-4,7-methano-indazol-3-one (Intermediate 14; 100 mg, 0.33 mmol), tetrabutylammonium iodide (120 mg, 0.32 mmol) and 4-fluoro-2-(trifluoromethyl)benzyl bromide (204 μL, 1.3 mmol) in dimethylformamide (2 mL) was heated at 100° C. overnight. Dichloromethane (50 mL) was added and the solution was washed with 1:1 water/brine (2×25 mL), aqueous sodium thiosulfate, water, and brine. The solution was dried (magnesium sulfat...